This data is from the Open Reaction Database (ORD), a public repository of structured organic reaction records. The task is: describe an organic reaction: reactants, conditions, products, and yield Reactants: O1C(CCCC1)O[C@H]1C(CP(=O)(OC)OC)(O)O[C@@H]([C@H]([C@@H]1OC1OCCCC1)OC1OCCCC1)COC1OCCCC1 (3,4,5,7-tetra-O-(tetrahydropyranyl)-1-deoxy-1-(dimethoxyphosphoryl)-D-gluco-2-heptulopyranose), [BH4-].[Na+] (sodium borohydride). Procedure: To a solution of 3,4,5,7-tetra-O-(tetrahydropyranyl)-1-deoxy-1-(dimethoxyphosphoryl)-D-gluco-2-heptulopyranose (26.6 g) in diethyl ether (300 ml) was added sodium borohydride (3.0 g). The mixture was stirred overnight at room temperature. Insolubles were filtered off and washed with diethyl ether. The filtrate and the washings were combined, washed with 10%(W/V) sodium chloride solution, and dried over anhydrous magnesium sulfate, followed by concentration under reduced pressure. The concentrate... Solvent: C(C)OCC (diethyl ether). Conditions: time 8 hour. The yield is 70.5%. Reaction SMILES: [O:1]1[CH2:6][CH2:5][CH2:4][CH2:3][CH:2]1[O:7][C@@H:8]1[C@@H:21]([O:22][CH:23]2[CH2:28][CH2:27][CH2:26][CH2:25][O:24]2)[C@H:20]([O:29][CH:30]2[CH2:35][CH2:34][CH2:33][CH2:32][O:31]2)[C@@H:19]([CH2:36][O:37][CH:38]2[CH2:43][CH2:42][CH2:41][CH2:40][O:39]2)[O:18][C:9]1([OH:17])[CH2:10][P:11]([O:15][CH3:16])([O:13][CH3:14])=[O:12].[BH4-].[Na+]>C(OCC)C>[O:1]1[CH2:6][CH2:5][CH2:4][CH2:3][CH:2]1[O:7][C@H:8]([C@H:21]([C@@H:20]([C@@H:19]([CH2:36][O:37][CH:38]1[CH2:43][CH2:42][CH2:41][CH2:40][O:39]1)[OH:18])[O:29][CH:30]1[CH2:35][CH2:34][CH2:33][CH2:32][O:31]1)[O:22][CH:23]1[CH2:28][CH2:27][CH2:26][CH2:25][O:24]1)[C@@H:9]([OH:17])[CH2:10][P:11]([O:13][CH3:14])([O:15][CH3:16])=[O:12] |f:1.2|. Product: O1C(CCCC1)O[C@@H]([C@H](CP(=O)(OC)OC)O)[C@@H](OC1OCCCC1)[C@H](OC1OCCCC1)[C@H](O)COC1OCCCC1 (3,4,5,7-tetra-O-(tetrahydropyranyl)-1-deoxy-1-(dimethoxyphosphoryl)-D-glycero-D-gulo-heptitol). The product is COC(C[C@H]1N=C(SC1)C=1C=C2C=C(NC2=C(C1)[N+](=O)[O-])C1=CC=CC=C1)=O (2-[(R)-2-(7-nitro-2-phenyl-1H-indol-5-yl)-4,5-dihydro-thiazol-4-yl]-acetic acid methyl ester). Yield: 60.7%. Conditions: time 5 hour. Run in C(Cl)Cl (DCM). Starting materials: COC(C[C@H](CSCC1=CC=C(C=C1)OC)NC(=O)C=1C=C2C=C(NC2=C(C1)[N+](=O)[O-])C1=CC=CC=C1)=O ((R)-4-(4-methoxy-benzylsulfanyl)-3-[(7-nitro-2-phenyl-1H-indole-5-carbonyl)-amino]-butyric acid methyl ester), P(Cl)(Cl)(Cl)(Cl)Cl (Phosphorus pentachloride). Reported procedure: (R)-4-(4-methoxy-benzylsulfanyl)-3-[(7-nitro-2-phenyl-1H-indole-5-carbonyl)-amino]-butyric acid methyl ester (533 mg, 1 mmol) prepared in Step A was dissolved in DCM (10 mL). Phosphorus pentachloride (406 mg, 2 mmol) was added thereto, and the mixture was stirred for 5 h at room temperature. The reaction was quenched by saturated aqueous sodium bicarbonate solution. The reaction mixture was extracted with ethyl acetate. The extract was dried over anhydrous magnesium sulfate, filtered, and distil... RXN SMILES: [CH3:1][O:2][C:3](=[O:38])[CH2:4][C@@H:5]([NH:17][C:18]([C:20]1[CH:21]=[C:22]2[C:26](=[C:27]([N+:29]([O-:31])=[O:30])[CH:28]=1)[NH:25][C:24]([C:32]1[CH:37]=[CH:36][CH:35]=[CH:34][CH:33]=1)=[CH:23]2)=O)[CH2:6][S:7]CC1C=CC(OC)=CC=1.P(Cl)(Cl)(Cl)(Cl)Cl>C(Cl)Cl>[CH3:1][O:2][C:3](=[O:38])[CH2:4][C@@H:5]1[CH2:6][S:7][C:18]([C:20]2[CH:21]=[C:22]3[C:26](=[C:27]([N+:29]([O-:31])=[O:30])[CH:28]=2)[NH:25][C:24]([C:32]2[CH:37]=[CH:36][CH:35]=[CH:34][CH:33]=2)=[CH:23]3)=[N:17]1. Reactants: ice water, ClC1=NC(=NC(=C1)C)C1=CC=C(C=C1)OC (4-chloro-2-(4-methoxyphenyl)-6-methylpyrimidine), C1(=CC=CC=C1)C(N1CCNCC1)C1=CC=CC=C1 (1-diphenylmethylpiperazine), C([O-])([O-])=O.[K+].[K+] (potassium carbonate). Run in CN(C=O)C (N,N-dimethylformamide). Reaction conditions: time 6 hour. Product: C1(=CC=CC=C1)C(N1CCN(CC1)C1=NC(=NC(=C1)C)C1=CC=C(C=C1)OC)C1=CC=CC=C1 (4-(4-diphenylmethylpiperazino)-2-(4-methoxyphenyl)-6-methylpyrimidine). Yield: 97.9%. As a reaction SMILES: Cl[C:2]1[CH:7]=[C:6]([CH3:8])[N:5]=[C:4]([C:9]2[CH:14]=[CH:13][C:12]([O:15][CH3:16])=[CH:11][CH:10]=2)[N:3]=1.[C:17]1([CH:23]([C:30]2[CH:35]=[CH:34][CH:33]=[CH:32][CH:31]=2)[N:24]2[CH2:29][CH2:28][NH:27][CH2:26][CH2:25]2)[CH:22]=[CH:21][CH:20]=[CH:19][CH:18]=1.C(=O)([O-])[O-].[K+].[K+]>CN(C)C=O>[C:30]1([CH:23]([C:17]2[CH:22]=[CH:21][CH:20]=[CH:19][CH:18]=2)[N:24]2[CH2:25][CH2:26][N:27]([C:2]3[CH:7]=[C:6]([CH3:8])[N:5]=[C:4]([C:9]4[CH:14]=[CH:13][C:12]([O:15][CH3:16])=[CH:11][CH:10]=4)[N:3]=3)[CH2:28][CH2:29]2)[CH:31]=[CH:32][CH:33]=[CH:34][CH:35]=1 |f:2.3.4|. Reported procedure: 1.17 g of 4-chloro-2-(4-methoxyphenyl)-6-methylpyrimidine and 1.38 g of 1-diphenylmethylpiperazine were dissolved in 20 ml of N,N-dimethylformamide. After the addition of 1 g of potassium carbonate, the mixture was stirred for 6 hours at 80° to 85° C. The reaction mixture was poured into ice-water, then the resulting crystals were filtered off, washed with water and dried. Whereby 2.2 g of crystals were obtained. 1.85 g of the crystals were obtained by recrystallizing with ethanol. Melting point... Reactants: C1(=CC=C(C=C1)C(C(=O)OC)C1=CC=C(C=C1)C)C (Bis-p-tolylacetic acid, methyl ester), [H-].[Na+] (NaH), C1=CC(=CC(=C1)Cl)C(=O)OO (MCPBA). Solvent: O1CCCC1 (tetrahydrofuran), O1CCCC1 (tetrahydrofuran). Conditions: temperature 0 celsius, time 8 hour. The product is COC(C(O)(C1=CC=C(C=C1)C)C1=CC=C(C=C1)C)=O (Di-p-tolylhydroxyacetic acid methyl ester). Reaction SMILES: [H-].[Na+].[C:3]1([CH3:21])[CH:8]=[CH:7][C:6]([CH:9]([C:14]2[CH:19]=[CH:18][C:17]([CH3:20])=[CH:16][CH:15]=2)[C:10]([O:12][CH3:13])=[O:11])=[CH:5][CH:4]=1.C1C=C(Cl)C=C(C(OO)=[O:30])C=1>O1CCCC1>[CH3:13][O:12][C:10](=[O:11])[C:9]([C:6]1[CH:7]=[CH:8][C:3]([CH3:21])=[CH:4][CH:5]=1)([C:14]1[CH:15]=[CH:16][C:17]([CH3:20])=[CH:18][CH:19]=1)[OH:30] |f:0.1|. Procedure: A suspension of NaH (255 mg, 10.6 mmol) in tetrahydrofuran (50 mL) was cooled to 0° C. and treated with a solution of 21 (2.29 g, 9.00 mmol) in tetrahydrofuran. The cooling bath was removed and DMF (1 mL) was added to the reaction. The resulting mixture was stirred at room temperature overnight. The mixture was treated with TMS-Cl (10 mL of 1M THF solution) and stirred at room temperature (2 h). The reaction was treated with solid MCPBA (85%, 3.49 g, 17.2 mmol) and stirred at room temperature ov... Reactants: CC(C)O, CCOC(C)=O, Cl, C1COCCO1, CC(Nc1ncnc2sc3c(c12)CCN(C(=O)OC(C)(C)C)C3)c1ccccc1. Product: CC(Nc1ncnc2sc3c(c12)CCNC3)c1ccccc1. As a reaction SMILES: [CH3:37][CH:38]([OH:39])[CH3:40].[CH3:41][CH2:42][O:43][C:44](=[O:45])[CH3:46].[ClH:30].[O:31]1[CH2:32][CH2:33][O:34][CH2:35][CH2:36]1.[c:1]1([CH:7]([CH3:8])[NH:9][c:10]2[c:11]3[c:12]([n:13][cH:14][n:15]2)[s:16][c:17]2[c:18]3[CH2:19][CH2:20][N:21]([C:23]([O:24][C:25]([CH3:26])([CH3:27])[CH3:28])=[O:29])[CH2:22]2)[cH:2][cH:3][cH:4][cH:5][cH:6]1>>[c:1]1([CH:7]([CH3:8])[NH:9][c:10]2[c:11]3[c:12]([n:13][cH:14][n:15]2)[s:16][c:17]2[c:18]3[CH2:19][CH2:20][NH:21][CH2:22]2)[cH:2][cH:3][cH:4][cH:5][cH:6]1. The reactants are B.O1CCCC1 (borane tetrahydrofuran), BrC1=C(C2=C(S1)C=C(C=C2)C(=O)O)C (2-bromo-3-methylbenzo[b]-thiophene-6-carboxylic acid), B (borane), CO (methanol). Run in O1CCCC1 (tetrahydrofuran). Run at time 4 hour. The product is BrC1=C(C2=C(S1)C=C(C=C2)CO)C (2-bromo-6-hydroxymethyl-3-methylbenzo[b]thiophene). Isolated yield 82.1%. RXN SMILES: B.O1CCCC1.[Br:7][C:8]1[S:12][C:11]2[CH:13]=[C:14]([C:17](O)=[O:18])[CH:15]=[CH:16][C:10]=2[C:9]=1[CH3:20].B.CO>O1CCCC1>[Br:7][C:8]1[S:12][C:11]2[CH:13]=[C:14]([CH2:17][OH:18])[CH:15]=[CH:16][C:10]=2[C:9]=1[CH3:20] |f:0.1|. Reported procedure: A solution of borane-tetrahydrofuran complex (150 ml. of 1 M solution in THF) was added dropwise with stirring to a solution of 2-bromo-3-methylbenzo[b]-thiophene-6-carboxylic acid (7.32 g.) in dry tetrahydrofuran (120 ml.) at 0° C. under an atmosphere of dry nitrogen. The solution was stirred at room temperature for 4 hours and then the excess borane was decomposed by the cautious addition of methanol. The solution was evaporated and the residue was dissolved in ether. The solution was washed w... The reactants are stainless steel, diphenyl and diphenyl ether, ClC=1C=C(C=CC1F)NC=C(C(=O)OCC)C(=O)OCC (diethyl (3-chloro-4-fluorophenyl)aminomethylenepropanedioate). The solvent is C1=CC=C(C=C1)C2=CC=CC=C2.C1=CC=C(C=C1)OC2=CC=CC=C2 (Dowtherm A), C1=CC=C(C=C1)C2=CC=CC=C2.C1=CC=C(C=C1)OC2=CC=CC=C2 (Dowtherm A). Conditions: temperature 40 celsius, time 4 hour. Yields the product ClC1=C(C=C2C(C(=CNC2=C1)C(=O)OCC)=O)F (ethyl 7-chloro-6-fluoro-1,4-dihydro-4-oxo-3-quinolinecarboxylate). Isolated yield 89.0%. RXN SMILES: [Cl:1][C:2]1[CH:3]=[C:4]([NH:9][CH:10]=[C:11]([C:17]([O:19]CC)=O)[C:12]([O:14][CH2:15][CH3:16])=[O:13])[CH:5]=[CH:6][C:7]=1[F:8]>C1C=CC(C2C=CC=CC=2)=CC=1.C1C=CC(OC2C=CC=CC=2)=CC=1>[Cl:1][C:2]1[CH:3]=[C:4]2[C:5]([C:17](=[O:19])[C:11]([C:12]([O:14][CH2:15][CH3:16])=[O:13])=[CH:10][NH:9]2)=[CH:6][C:7]=1[F:8] |f:1.2|. Reported procedure: In a 30 gallon stainless steel unit, 55 L of Dowtherm A (a eutectic mixture of diphenyl and diphenyl ether) was stirred and heated at reflux (253°-257° C.) for one hour. To this was added a solution of 31.3 kg diethyl (3-chloro-4-fluorophenyl)aminomethylenepropanedioate in 10 L Dowtherm A held at 94°-98° C. The addition was effected over a period of four hours so that reflux of the reaction mixture was maintained. The reaction mixture was then allowed to cool and crystallization of the product b... Starting materials: CS(=O)(=O)Cl (Methanesulfonylchloride), C(CCCCCCCCCCCCCCC)OCC(CO)COC(C1=CC=CC=C1)(C1=CC=CC=C1)C1=CC=CC=C1 (3-Hexadecyloxy-2-triphenylmethoxymethylpropan-1-ol), ice water. Solvent: N1=CC=CC=C1 (pyridine). Product: C(CCCCCCCCCCCCCCC)OCC(COC(C1=CC=CC=C1)(C1=CC=CC=C1)C1=CC=CC=C1)COS(=O)(=O)C (1-Hexadecyloxy-2-methanesulfonyloxymethyl-3-triphenylmethoxypropane). The yield is 99.3%. As a reaction SMILES: [CH3:1][S:2](Cl)(=[O:4])=[O:3].[CH2:6]([O:22][CH2:23][CH:24]([CH2:27][O:28][C:29]([C:42]1[CH:47]=[CH:46][CH:45]=[CH:44][CH:43]=1)([C:36]1[CH:41]=[CH:40][CH:39]=[CH:38][CH:37]=1)[C:30]1[CH:35]=[CH:34][CH:33]=[CH:32][CH:31]=1)[CH2:25][OH:26])[CH2:7][CH2:8][CH2:9][CH2:10][CH2:11][CH2:12][CH2:13][CH2:14][CH2:15][CH2:16][CH2:17][CH2:18][CH2:19][CH2:20][CH3:21]>N1C=CC=CC=1>[CH2:6]([O:22][CH2:23][CH:24]([CH2:25][O:26][S:2]([CH3:1])(=[O:4])=[O:3])[CH2:27][O:28][C:29]([C:42]1[CH:43]=[CH:44][CH:45]=[CH:46][CH:47]=1)([C:36]1[CH:37]=[CH:38][CH:39]=[CH:40][CH:41]=1)[C:30]1[CH:35]=[CH:34][CH:33]=[CH:32][CH:31]=1)[CH2:7][CH2:8][CH2:9][CH2:10][CH2:11][CH2:12][CH2:13][CH2:14][CH2:15][CH2:16][CH2:17][CH2:18][CH2:19][CH2:20][CH3:21]. Procedure: Methanesulfonylchloride (0.752 g, 6.57 mmol) was added to a solution of 4 (3.00 g, 5.26 mmol) in dry pyridine (15 ml). After 3 hours the solution was poured into ice water and the product was extracted 3 times with hexane. The hexane extracts were washed with cold 1M H saturated NaHCO3 and water, and dried over Na2SO4 and concentrated. Chromatography on silica gel using hexane-CH2Cl2 (1:1 v/v) afforded 3.40 g (99%) the title compound (9) as a waxy solid, m.p. 39°. NMR (CDCl3, (CH3)4Si); δ0.90 (t...